From a dataset of the Open Reaction Database (ORD), a public repository of structured organic reaction records. describe an organic reaction: reactants, conditions, products, and yield Starting materials: ClC1=NC=2C(=NC=CC2)N=C1 (2-chloro-pyrazino[2,3-b]pyridine), [OH-].[NH4+] (ammonium hydroxide). The solvent is C(C)(C)O (isopropanol). Run at temperature 115 celsius. The product is NC1=NC=2C(=NC=CC2)N=C1 (2-amino-pyrazino[2,3-b]pyridine). Reaction SMILES: Cl[C:2]1[CH:11]=[N:10][C:5]2=[N:6][CH:7]=[CH:8][CH:9]=[C:4]2[N:3]=1.[OH-].[NH4+:13]>C(O)(C)C>[NH2:13][C:2]1[CH:11]=[N:10][C:5]2=[N:6][CH:7]=[CH:8][CH:9]=[C:4]2[N:3]=1 |f:1.2|. Reported procedure: A mixture of 2-chloro-pyrazino[2,3-b]pyridine (3.35g), isopropanol (20 mL) and concentrated ammonium hydroxide (50 mL) was heated at 115° C. for 17 h in a sealed tube. The tube was cooled and the product was collected and recrystallized from ethanol to afford 2-amino-pyrazino[2,3-b]pyridine as a yellow solid. Reaction conditions: time 30 minute. Yield: 90.1%. Reported procedure: A 1 N sulfuric acid aqueous solution (30 ml) and 862.5 mg (12.5 mmol) of sodium nitrite were added at 0° C. to an acetic acid solution (15 ml) containing 1.52 g (5.0 mmol) of the 7-amino-3-(2-trifluoromethylphenyl)-2H-isoquinolin-1-one obtained in Example 38. The obtained mixture was stirred for 30 minutes. Thereafter, 2.62 g (17.5 mmol) of sodium iodide and 952.3 mg (5.0 mmol) of copper iodide (I) were added to the reaction solution, and the obtained mixture was stirred at 80° C. for 1 hour. Th... The solvent is C(C)(=O)O (acetic acid). The reactants are S(O)(O)(=O)=O (sulfuric acid), N(=O)[O-].[Na+] (sodium nitrite), [I-].[Na+] (sodium iodide), C([O-])(O)=O.[Na+] (sodium bicarbonate), NC1=CC=C2C=C(NC(C2=C1)=O)C1=C(C=CC=C1)C(F)(F)F (7-amino-3-(2-trifluoromethylphenyl)-2H-isoquinolin-1-one). Product: IC1=CC=C2C=C(NC(C2=C1)=O)C1=C(C=CC=C1)C(F)(F)F (7-iodo-3-(2-trifluoromethylphenyl)-2H-isoquinolin-1-one). Reagents/catalysts: [Cu](I)I (copper iodide). RXN SMILES: S(=O)(=O)(O)O.N([O-])=O.[Na+].N[C:11]1[CH:20]=[C:19]2[C:14]([CH:15]=[C:16]([C:22]3[CH:27]=[CH:26][CH:25]=[CH:24][C:23]=3[C:28]([F:31])([F:30])[F:29])[NH:17][C:18]2=[O:21])=[CH:13][CH:12]=1.[I-:32].[Na+].C(=O)(O)[O-].[Na+]>[Cu](I)I.C(O)(=O)C>[I:32][C:11]1[CH:20]=[C:19]2[C:14]([CH:15]=[C:16]([C:22]3[CH:27]=[CH:26][CH:25]=[CH:24][C:23]=3[C:28]([F:31])([F:30])[F:29])[NH:17][C:18]2=[O:21])=[CH:13][CH:12]=1 |f:1.2,4.5,6.7|. Starting materials: ClC1=CC=C(C=C1)[Mg]Br (4-chlorophenylmagnesiumbromide), Cl[Si]1(CCCC1)CCl (1-chloro-1-chloromethyl-1-silacyclopentane). Product: ClC[Si]1(CCCC1)C1=CC=C(C=C1)Cl (1-chloromethyl-1-(4-chlorophenyl)-1-silacyclopentane). As a reaction SMILES: [Cl:1][C:2]1[CH:7]=[CH:6][C:5]([Mg]Br)=[CH:4][CH:3]=1.Cl[Si:11]1([CH2:16][Cl:17])[CH2:15][CH2:14][CH2:13][CH2:12]1>>[Cl:17][CH2:16][Si:11]1([C:5]2[CH:6]=[CH:7][C:2]([Cl:1])=[CH:3][CH:4]=2)[CH2:15][CH2:14][CH2:13][CH2:12]1. Reported procedure: In the same apparatus and procedures as Example 1 was reacted 83 ml of 4-chlorophenylmagnesiumbromide solution (1.0 M in diethylether) with 1-chloro-1-chloromethyl-1-silacyclopentane prepared from the above procedure i) for 5 hrs. In the same method as Example 1 was treated the reaction product to give 5.20 g of 1-chloromethyl-1-(4-chlorophenyl)-1-silacyclopentane (b.p. 108°-110° C./0.5 mmHg). Starting materials: NC(=O)C=1C=C(C=C2C(=NC=NC12)N[C@@H]1CN(CCC1)C(=O)OC(C)(C)C)C1=CC=CC=C1 (tert-butyl (3S)-3-{[8-(aminocarbonyl)-6-phenylquinazolin-4-yl]amino}piperidine-1-carboxylate), Cl (hydrogen chloride). Run in CO (methanol). The product is C1(=CC=CC=C1)C=1C=C2C(=NC=NC2=C(C1)C(=O)N)N[C@@H]1CNCCC1 (6-phenyl-4-[(3S)-piperidin-3-ylamino]quinazoline-8-carboxamide). As a reaction SMILES: [NH2:1][C:2]([C:4]1[CH:5]=[C:6]([C:28]2[CH:33]=[CH:32][CH:31]=[CH:30][CH:29]=2)[CH:7]=[C:8]2[C:13]=1[N:12]=[CH:11][N:10]=[C:9]2[NH:14][C@H:15]1[CH2:20][CH2:19][CH2:18][N:17](C(OC(C)(C)C)=O)[CH2:16]1)=[O:3].Cl>CO>[C:28]1([C:6]2[CH:7]=[C:8]3[C:13](=[C:4]([C:2]([NH2:1])=[O:3])[CH:5]=2)[N:12]=[CH:11][N:10]=[C:9]3[NH:14][C@H:15]2[CH2:20][CH2:19][CH2:18][NH:17][CH2:16]2)[CH:29]=[CH:30][CH:31]=[CH:32][CH:33]=1. Procedure: Dissolved tert-butyl (3S)-3-{[8-(aminocarbonyl)-6-phenylquinazolin-4-yl]amino}piperidine-1-carboxylate (30.00 mg; 0.07 mmol; 1.00 eq.) in methanol (3.00 ml) and then added hydrogen chloride (2.00 ml) (2.0 M in diethyl ether) with stirring. Stirred reaction at room temperature for 18 hours. LCMS: M+1=348 major peak. Reactants: Nc1nc(N)c(N=O)c(OCC2CCCCC2)n1, N, [Na+], [Na+], O, O=S([O-])S(=O)[O-]. Yields the product Nc1nc(N)c(N)c(OCC2CCCCC2)n1. As a reaction SMILES: [NH2:1][c:2]1[n:3][c:4]([NH2:18])[c:5]([N:16]=[O:17])[c:6]([O:8][CH2:9][CH:10]2[CH2:11][CH2:12][CH2:13][CH2:14][CH2:15]2)[n:7]1.[NH3:27].[Na+:25].[Na+:26].[OH2:28].[S:19]([S:20]([O-:21])=[O:22])([O-:23])=[O:24]>>[NH2:1][c:2]1[n:3][c:4]([NH2:18])[c:5]([NH2:16])[c:6]([O:8][CH2:9][CH:10]2[CH2:11][CH2:12][CH2:13][CH2:14][CH2:15]2)[n:7]1. Isolated yield 84.9%. RXN SMILES: [C:1]([C:4]1[CH:13]=[C:12]2[C:7]([CH2:8][CH:9]([CH2:20][CH:21]([CH3:23])[CH3:22])[N:10](C(=O)C(F)(F)F)[CH2:11]2)=[CH:6][CH:5]=1)(=[O:3])[CH3:2].Cl.C(=O)(O)[O-].[Na+]>C(O)CCC>[C:1]([C:4]1[CH:13]=[C:12]2[C:7]([CH2:8][CH:9]([CH2:20][CH:21]([CH3:23])[CH3:22])[NH:10][CH2:11]2)=[CH:6][CH:5]=1)(=[O:3])[CH3:2] |f:2.3|. The solvent is C(CCC)O (n-butanol). Reported procedure: To 40 mg of 7-acetyl-3-isobutyl-2-trifluoroacetyl-1,2,3,4-tetrahydroisoquinoline were added 1 mL of 3 N hydrochloric acid and 0.5 mL of n-butanol, followed by reflux overnight. After completion of the reaction, to the reaction liquid was added an aqueous sodium bicarbonate solution, followed by extraction with ethyl acetate. The organic layer was washed with brine and dried over anhydrous sodium sulfate. The solvent was removed by evaporation to obtain 24 mg (yield 85%) of a title compound as a ... The product is C(C)(=O)C1=CC=C2CC(NCC2=C1)CC(C)C (7-acetyl-3-isobutyl-1,2,3,4-tetrahydroisoquinoline). Starting materials: C(C)(=O)C1=CC=C2CC(N(CC2=C1)C(C(F)(F)F)=O)CC(C)C (7-acetyl-3-isobutyl-2-trifluoroacetyl-1,2,3,4-tetrahydroisoquinoline), Cl (hydrochloric acid), C([O-])(O)=O.[Na+] (sodium bicarbonate). Reactants: O=C(CN1C(=NC(=C1)C1=C(C=CC=C1)OC)CNC(=O)OCC1=CC=CC=C1)CCCC (1-(2-Oxo-hexyl)-2-(1-(((Phenylmethoxy)carbonyl)-amino)-methyl)-4-(2-methoxy phenyl)-imidazole), compound xxiv. Reagents/catalysts: [Pd] (Pd on carbon). Solvent: CC(=O)O (HOAc). Run at time 6 hour. Product: C(CCC)C1NCC=2N(C1)C=C(N2)C2=C(C=CC=C2)OC (6-Butyl-2-(2-methoxyphenyl)-5,6,7,8-tetrahydro-imidazo[1,2-a]pyrazine). As a reaction SMILES: O=[C:2]([CH2:29][CH2:30][CH2:31][CH3:32])[CH2:3][N:4]1[CH:8]=[C:7]([C:9]2[CH:14]=[CH:13][CH:12]=[CH:11][C:10]=2[O:15][CH3:16])[N:6]=[C:5]1[CH2:17][NH:18]C(OCC1C=CC=CC=1)=O>CC(O)=O.[Pd]>[CH2:29]([CH:2]1[CH2:3][N:4]2[CH:8]=[C:7]([C:9]3[CH:14]=[CH:13][CH:12]=[CH:11][C:10]=3[O:15][CH3:16])[N:6]=[C:5]2[CH2:17][NH:18]1)[CH2:30][CH2:31][CH3:32]. Procedure: The product from Step 15.a. (compound xxiv, where R3, R5 and R6 are H, R5 is 2-methoxyphenyl, and R7 is n-butyl) (650 mg, 1.49 mmol) was dissolved in HOAc (25 ml) containing 10% Pd on carbon (65 mg) and the mixture was hydrogenated under 30 psi H2 for about 6 hours. The catalyst was removed by filtration through diatomaceous earth and the filtrate was concentrated under reduced pressure to yield a pale yellow oil which crystallizes on standing (430 mg, 101%).